This data is from the Open Reaction Database (ORD), a public repository of structured organic reaction records. The task is: describe an organic reaction: reactants, conditions, products, and yield The reagents and catalysts are [Br-].C(CCC)[N+](CCCC)(CCCC)CCCC (tetrabutylammonium bromide). Run in O1CCCC1 (tetrahydrofuran), O1CCCC1 (tetrahydrofuran). Starting materials: COC=1C=C(CCl)C=C(C1OC)OC (3,4,5-trimethoxybenzyl chloride), [Si](C)(C)(C(C)(C)C)OCCC1(CNC(C1)=O)CC1=CC=CC=C1 (3-(2-(t-butyldimethylsilyloxy)ethyl)-3-(phenylmethyl)-5-oxopyrrolidine), C[Si](C)(C)[N-][Si](C)(C)C.[K+] (potassium bis(trimethylsilyl)amide), C(C)(=O)OCC.CCCCCC (ethyl acetate hexane). Reported procedure: Combine 3-(2-(t-butyldimethylsilyloxy)ethyl)-3-(phenylmethyl)-5-oxopyrrolidine (0.13 g, 0.38 mmol) and tetrahydrofuran (2 mL). Cool to −78° C. using a dry-ice/acetone bath. Add a solution of potassium bis(trimethylsilyl)amide (0.76 mL, 0.5 M in toluene, 0.38 mmol). After 30 minutes, add a solution of 3,4,5-trimethoxybenzyl chloride (0.08 g, 0.38 mmol) in tetrahydrofuran (1 mL). Warm to ambient temperature and add tetrabutylammonium bromide (0.01 g). Heat to reflux. After 12 hours, cool the react... Yields the product COC=1C=C(CN2CC(CC2=O)(CC2=CC=CC=C2)CCO[Si](C)(C)C(C)(C)C)C=C(C1OC)OC (1-(3,4,5-trimethoxybenzyl)-3-(2-(t-butyldimethylsilyloxy)ethyl)-3-(phenylmethyl)-5-oxopyrrolidine). RXN SMILES: [Si:1]([O:8][CH2:9][CH2:10][C:11]1([CH2:17][C:18]2[CH:23]=[CH:22][CH:21]=[CH:20][CH:19]=2)[CH2:15][C:14](=[O:16])[NH:13][CH2:12]1)([C:4]([CH3:7])([CH3:6])[CH3:5])([CH3:3])[CH3:2].C[Si]([N-][Si](C)(C)C)(C)C.[K+].[CH3:34][O:35][C:36]1[CH:37]=[C:38]([CH:41]=[C:42]([O:46][CH3:47])[C:43]=1[O:44][CH3:45])[CH2:39]Cl.C(OCC)(=O)C.CCCCCC>O1CCCC1.[Br-].C([N+](CCCC)(CCCC)CCCC)CCC>[CH3:47][O:46][C:42]1[CH:41]=[C:38]([CH:37]=[C:36]([O:35][CH3:34])[C:43]=1[O:44][CH3:45])[CH2:39][N:13]1[C:14](=[O:16])[CH2:15][C:11]([CH2:10][CH2:9][O:8][Si:1]([C:4]([CH3:7])([CH3:6])[CH3:5])([CH3:3])[CH3:2])([CH2:17][C:18]2[CH:23]=[CH:22][CH:21]=[CH:20][CH:19]=2)[CH2:12]1 |f:1.2,4.5,7.8|. Conditions: temperature -78 celsius, time 30 minute.